Dataset: the Open Reaction Database (ORD), a public repository of structured organic reaction records. Task: describe an organic reaction: reactants, conditions, products, and yield The reactants are C(C1=CC=CC=C1)OC(C(=O)O)(C)C (2-benzyloxy-2-methylpropionic acid), [Si](C)(C)(C(C)(C)C)O[C@@H]1C=C2C=C[C@@H]([C@@H]([C@H]2[C@H](C1)O)CC[C@@H]1C[C@H](CC(O1)=O)O[Si](C)(C)C(C)(C)C)C ((4R,6R)-6-{(1S,2S,6S,8S,8aR)-2-[1,2,6,7,8,8a-hexahydro-6-t-butyldimethylsilyloxy-8-hydroxy-2-methyl-1-naphthyl]ethyl}tetrahydro-4-t-butyldimethylsilyloxy-2H-pyran-2-one). Product: [Si](C)(C)(C(C)(C)C)O[C@@H]1C=C2C=C[C@@H]([C@@H]([C@H]2[C@H](C1)OC(C(C)(C)OCC1=CC=CC=C1)=O)CC[C@@H]1C[C@H](CC(O1)=O)O[Si](C)(C)C(C)(C)C)C ((4R,6R)-6-{(1S,2S,6S,8S,8aR)-2-[1,2,6,7,8,8a-Hexahydro-6-t-butyldimethylsilyloxy-8-(2-benzyloxy-2-methylpropionyloxy)-2-methyl-1-naphthyl]ethyl}tetrahydro-4-t-butyldimethylsilyloxy-2H-pyran-2-one). Isolated yield 78.8%. As a reaction SMILES: [CH2:1]([O:8][C:9]([CH3:14])([CH3:13])[C:10]([OH:12])=[O:11])[C:2]1[CH:7]=[CH:6][CH:5]=[CH:4][CH:3]=1.[Si:15]([O:22][C@H:23]1[CH2:32][C@H:31](O)[C@H:30]2[C:25]([CH:26]=[CH:27][C@H:28]([CH3:51])[C@@H:29]2[CH2:34][CH2:35][C@H:36]2[O:41][C:40](=[O:42])[CH2:39][C@H:38]([O:43][Si:44]([C:47]([CH3:50])([CH3:49])[CH3:48])([CH3:46])[CH3:45])[CH2:37]2)=[CH:24]1)([C:18]([CH3:21])([CH3:20])[CH3:19])([CH3:17])[CH3:16]>>[Si:15]([O:22][C@H:23]1[CH2:32][C@H:31]([O:11][C:10](=[O:12])[C:9]([O:8][CH2:1][C:2]2[CH:7]=[CH:6][CH:5]=[CH:4][CH:3]=2)([CH3:14])[CH3:13])[C@H:30]2[C:25]([CH:26]=[CH:27][C@H:28]([CH3:51])[C@@H:29]2[CH2:34][CH2:35][C@H:36]2[O:41][C:40](=[O:42])[CH2:39][C@H:38]([O:43][Si:44]([C:47]([CH3:50])([CH3:49])[CH3:48])([CH3:45])[CH3:46])[CH2:37]2)=[CH:24]1)([C:18]([CH3:19])([CH3:20])[CH3:21])([CH3:17])[CH3:16]. Reported procedure: A procedure similar to that described in Example 10, above, was followed, but using 705 mg of 2-benzyloxy-2-methylpropionic acid and 1.0 g of (4R,6R)-6-{(1S,2S,6S,8S,8aR)-2-[1,2,6,7,8,8a-hexahydro-6-t-butyldimethylsilyloxy-8-hydroxy-2-methyl-1-naphthyl]ethyl}tetrahydro-4-t-butyldimethylsilyloxy-2H-pyran-2-one [prepared as described in Example B, above], to give 1.04 g of the title compound as white crystals, melting at between 135° and 136° C.